This data is from the Open Reaction Database (ORD), a public repository of structured organic reaction records. The task is: describe an organic reaction: reactants, conditions, products, and yield Reactants: C(C)N(C1=C(C=CC(=C1)OC)C1CC=2C=CC(=CC2CC1)OC(C(C)(C)C)=O)C(C1=CC=C(C=C1)O)=O (pivalic acid 6-{2-[ethyl(4-hydroxybenzoyl)amino]-4-methoxyphenyl}-5,6,7,8-tetrahydronaphthalen-2-yl ester), ClCC(=O)N1CCCC1 (2-chloro-1-pyrrolidin-1-ylethanone). The product is C(C)N(C1=C(C=CC(=C1)OC)C1CC=2C=CC(=CC2CC1)O)CC1=CC=C(C=C1)OCCN1CCCC1 (6-{2-{Ethyl[4-(2-pyrrolidin-1-yl-ethoxy)benzyl]amino}-4-methoxyphenyl}-5,6,7,8-tetrahydronaphthalen-2-ol). The yield is 96.7%. RXN SMILES: [CH2:1]([N:3]([C:29](=O)[C:30]1[CH:35]=[CH:34][C:33]([OH:36])=[CH:32][CH:31]=1)[C:4]1[CH:9]=[C:8]([O:10][CH3:11])[CH:7]=[CH:6][C:5]=1[CH:12]1[CH2:21][CH2:20][C:19]2[CH:18]=[C:17]([O:22]C(=O)C(C)(C)C)[CH:16]=[CH:15][C:14]=2[CH2:13]1)[CH3:2].Cl[CH2:39][C:40]([N:42]1[CH2:46][CH2:45][CH2:44][CH2:43]1)=O>>[CH2:1]([N:3]([CH2:29][C:30]1[CH:31]=[CH:32][C:33]([O:36][CH2:39][CH2:40][N:42]2[CH2:46][CH2:45][CH2:44][CH2:43]2)=[CH:34][CH:35]=1)[C:4]1[CH:9]=[C:8]([O:10][CH3:11])[CH:7]=[CH:6][C:5]=1[CH:12]1[CH2:21][CH2:20][C:19]2[CH:18]=[C:17]([OH:22])[CH:16]=[CH:15][C:14]=2[CH2:13]1)[CH3:2]. Procedure: Synthesized from pivalic acid 6-{2-[ethyl(4-hydroxybenzoyl)amino]-4-methoxyphenyl}-5,6,7,8-tetrahydronaphthalen-2-yl ester (29 mg) and 2-chloro-1-pyrrolidin-1-ylethanone (17 mg) according to an analogous synthetic method to Example 404 and purified by LC-MS, the title compound (28 mg) was obtained. The reactants are CCCCOC(C)=O, c1ccc2c(c1)Cn1cccc1C(C1CCNCC1)O2, [Na+], O=C([O-])O, COc1cc(CCCl)ccc1O. Product: COc1cc(CCN2CCC(C3Oc4ccccc4Cn4cccc43)CC2)ccc1O. As a reaction SMILES: [C:38]([O:39][CH2:40][CH2:41][CH2:42][CH3:43])(=[O:44])[CH3:45].[NH:1]1[CH2:2][CH2:3][CH:4]([CH:7]2[O:8][c:9]3[c:10]([cH:17][cH:18][cH:19][cH:20]3)[CH2:11][n:12]3[c:13]2[cH:14][cH:15][cH:16]3)[CH2:5][CH2:6]1.[Na+:37].[O-:33][C:34]([OH:35])=[O:36].[OH:21][c:22]1[c:23]([O:31][CH3:32])[cH:24][c:25]([CH2:26][CH2:27][Cl:28])[cH:29][cH:30]1>>[N:1]1([CH2:27][CH2:26][c:25]2[cH:24][c:23]([O:31][CH3:32])[c:22]([OH:21])[cH:30][cH:29]2)[CH2:2][CH2:3][CH:4]([CH:7]2[O:8][c:9]3[c:10]([cH:17][cH:18][cH:19][cH:20]3)[CH2:11][n:12]3[c:13]2[cH:14][cH:15][cH:16]3)[CH2:5][CH2:6]1. Reactants: C(C1=CC=CC=C1)(C1=CC=CC=C1)(C1=CC=CC=C1)N[C@H]1[C@@H]2N(C(=C(CS2)CC(N)=O)C(=S)OC(C2=CC=CC=C2)C2=CC=CC=C2)C1=O (benzhydryl 7β-tritylamino-3-carbamoylmethylthio-3-cephem-4-carboxylate), O.C1(=CC=C(C=C1)S(=O)(=O)O)C (p-toluenesulfonic acid monohydrate). The solvent is C(C)(=O)OCC (ethyl acetate). Conditions: time 4 hour. The product is C1(=CC=C(C=C1)S(=O)(=O)O)C.C(C1=CC=CC=C1)(C1=CC=CC=C1)OC(=S)C1=C(CS[C@H]2N1C([C@H]2N)=O)CC(N)=O (7β-amino-3-carbamoylmethylthio-3-cephem-4-carboxylic acid benzhydryl ester p-toluenesulfonate). The yield is 78.0%. As a reaction SMILES: C([NH:20][C@@H:21]1[C:48](=[O:49])[N:23]2[C:24]([C:32]([O:34][CH:35]([C:42]3[CH:47]=[CH:46][CH:45]=[CH:44][CH:43]=3)[C:36]3[CH:41]=[CH:40][CH:39]=[CH:38][CH:37]=3)=[S:33])=[C:25]([CH2:28][C:29](=[O:31])[NH2:30])[CH2:26][S:27][C@H:22]12)(C1C=CC=CC=1)(C1C=CC=CC=1)C1C=CC=CC=1.O.[C:51]1([CH3:61])[CH:56]=[CH:55][C:54]([S:57]([OH:60])(=[O:59])=[O:58])=[CH:53][CH:52]=1>C(OCC)(=O)C>[C:51]1([CH3:61])[CH:52]=[CH:53][C:54]([S:57]([OH:60])(=[O:58])=[O:59])=[CH:55][CH:56]=1.[CH:35]([O:34][C:32]([C:24]1[N:23]2[C:48](=[O:49])[C@@H:21]([NH2:20])[C@H:22]2[S:27][CH2:26][C:25]=1[CH2:28][C:29](=[O:31])[NH2:30])=[S:33])([C:36]1[CH:37]=[CH:38][CH:39]=[CH:40][CH:41]=1)[C:42]1[CH:47]=[CH:46][CH:45]=[CH:44][CH:43]=1 |f:1.2,4.5|. Reported procedure: To a solution of 0.56 g (0.8 mM) of benzhydryl 7β-tritylamino-3-carbamoylmethylthio-3-cephem-4-carboxylate obtained in Example 2(a) in 10 ml of ethyl acetate, 0.18 g (0.96 mM) of p-toluenesulfonic acid monohydrate was added under ice-cooling, and the mixture was stirred for 4 hours. After the reaction, the white crystals which formed were collected by filtration to give 0.392 g of 7β-amino-3-carbamoylmethylthio-3-cephem-4-carboxylic acid benzhydryl ester p-toluenesulfonate.